The task is: describe an organic reaction: reactants, conditions, products, and yield. This data is from the Open Reaction Database (ORD), a public repository of structured organic reaction records. Starting materials: ICl (iodine monochloride), alkoxide, [Na] (sodium), O=C1OC(OC(C1CCN1C(=CC=C1)C(C1=CC=CC=C1)=O)=O)(C)C (1-[2-(4,6-dioxo-2,2-dimethyl-1,3-dioxan-5-yl)ethyl]-2-(benzoyl)pyrrole), S(=O)([O-])[O-].[Na+].[Na+] (sodium sulfite), [Na] (sodium). Solvent: ClCCl (dichloromethane), O1CCCC1 (tetrahydrofuran), CO (methanol). Reaction conditions: temperature -30 celsius, time 2 minute. Yields the product C[O-].[Na+] (Sodium methoxide), COC(C(CCN1C(=CC=C1)C(C1=CC=CC=C1)=O)I)=O (4-(2-benzoylpyrrol-1-yl)-2-iodobutyric acid methyl ester). The yield is 91.5%. Reaction SMILES: [Na].[I:2]Cl.[O:4]=[C:5]1[CH:10]([CH2:11][CH2:12][N:13]2[CH:17]=[CH:16][CH:15]=[C:14]2[C:18](=[O:25])[C:19]2[CH:24]=[CH:23][CH:22]=[CH:21][CH:20]=2)C(=O)O[C:7](C)(C)[O:6]1.S([O-])([O-])=O.[Na+:33].[Na+]>CO.O1CCCC1.ClCCl>[CH3:5][O-:4].[Na+:33].[CH3:7][O:6][C:5](=[O:4])[CH:10]([I:2])[CH2:11][CH2:12][N:13]1[CH:17]=[CH:16][CH:15]=[C:14]1[C:18](=[O:25])[C:19]1[CH:24]=[CH:23][CH:22]=[CH:21][CH:20]=1 |f:3.4.5,9.10,^1:0|. Reported procedure: Sodium methoxide solution was prepared by dissolving metallic sodium (1.38 g, 60 mmol) in methanol (30 mL). This solution was diluted with anhydrous tetrahydrofuran (100 mL) and cooled to -30° C. A solution of iodine monochloride (8.97 g, 55.3 mmol) in dichloromethane (30 mL) was added dropwise to the stirred alkoxide solution. The resulting solution was stirred for 2 minutes, then the sodium salt of 1-[2-(4,6-dioxo-2,2-dimethyl-1,3-dioxan-5-yl)ethyl]-2-benzoylpyrrole (VI, 18.15 g, 50 mmol) was ... As a reaction SMILES: [C:1]([CH2:2][CH2:3][CH2:4][CH2:5][CH2:6][CH2:7][CH2:8][CH2:9][CH2:10][CH2:11][CH3:12])(=[O:13])[NH:14][CH2:15][CH2:16][C:17](=[O:18])[OH:19].[CH2:29]([Cl:30])[Cl:31].[Cl-:24].[ClH:28].[O:25]=[S:26]=[O:27].[S:20]([Cl:21])([Cl:22])=[O:23]>>[C:1]([CH2:2][CH2:3][CH2:4][CH2:5][CH2:6][CH2:7][CH2:8][CH2:9][CH2:10][CH2:11][CH3:12])(=[O:13])[NH:14][CH2:15][CH2:16][C:17](=[O:18])[OH:19].[Cl-:22]. The product is CCCCCCCCCCCC(=O)NCCC(=O)O, [Cl-]. The reactants are CCCCCCCCCCCC(=O)NCCC(=O)O, ClCCl, [Cl-], Cl, O=S=O, O=S(Cl)Cl.